This data is from the Open Reaction Database (ORD), a public repository of structured organic reaction records. The task is: describe an organic reaction: reactants, conditions, products, and yield Reactants: CC(C)(C)C(CO)CSCc1ccccc1, CCOCC, CC(=O)[O-], ClCCl, [Na+], O=[Cr](=O)([O-])Cl, c1cc[nH+]cc1. Yields the product CC(C)(C)C(C=O)CSCc1ccccc1. Reaction SMILES: [CH2:1]([c:2]1[cH:3][cH:4][cH:5][cH:6][cH:7]1)[S:8][CH2:9][CH:10]([CH2:11][OH:12])[C:13]([CH3:14])([CH3:15])[CH3:16].[CH2:33]([O:34][CH2:35][CH3:36])[CH3:37].[CH3:29][C:30](=[O:31])[O-:32].[Cl:38][CH2:39][Cl:40].[Na+:28].[O:17]=[Cr:18]([Cl:19])([O-:20])=[O:21].[nH+:22]1[cH:23][cH:24][cH:25][cH:26][cH:27]1>>[CH2:1]([c:2]1[cH:3][cH:4][cH:5][cH:6][cH:7]1)[S:8][CH2:9][CH:10]([CH:11]=[O:12])[C:13]([CH3:14])([CH3:15])[CH3:16]. Reaction SMILES: [C:1](Cl)(=[O:3])[CH3:2].[NH2:5][N:6]1[C:11](=[O:12])[C:10]2[S:13][CH:14]=[C:15]([Br:16])[C:9]=2[N:8]=[CH:7]1.O>O1CCOCC1.N1C=CC=CC=1.CN1CCCC1=O>[C:1]([NH:5][N:6]1[C:11](=[O:12])[C:10]2[S:13][CH:14]=[C:15]([Br:16])[C:9]=2[N:8]=[CH:7]1)(=[O:3])[CH3:2]. Procedure details: To a stirred solution of acetyl chloride (0.16 g) in 1,4-dioxan (2 ml) was added a solution of the product from Example 7 (0.5 g) in pyridine (0.16 g) and N-methylpyrrolidinone (0.5 ml) and stirring was continued for 1 hour at room temperature. Water was added and the mixture was filtered to give a solid which was dried to give the title product, m.p. 273° C. Solvent: O1CCOCC1 (1,4-dioxan), N1=CC=CC=C1 (pyridine), CN1C(CCC1)=O (N-methylpyrrolidinone). The product is C(C)(=O)NN1C=NC2=C(C1=O)SC=C2Br (3-Acetamido-7-bromo-3,4-dihydrothieno[3,2-d]pyrimidin-4-one). Reactants: C(C)(=O)Cl (acetyl chloride), NN1C=NC2=C(C1=O)SC=C2Br (3-Amino-7-bromo-3,4-dihydrothieno[3,2-d]pyrimidin-4-one), O (Water). Run at time 1 hour. The reactants are OCC=1SC(=CC1)C (2-Hydroxymethyl-5-methyl-thiophene), [Br-].C1(=CC=CC=C1)[PH+](C1=CC=CC=C1)C1=CC=CC=C1 (triphenylphosphonium bromide). Solvent: C(C)#N (acetonitrile). Reaction conditions: temperature 75 celsius. The product is [Br-].CC1=CC=C(S1)C[P+](C1=CC=CC=C1)(C1=CC=CC=C1)C1=CC=CC=C1 ((5-methyl-2-thenyl)triphenylphosphonium bromide). RXN SMILES: O[CH2:2][C:3]1[S:4][C:5]([CH3:8])=[CH:6][CH:7]=1.[Br-:9].[C:10]1([PH+:16]([C:23]2[CH:28]=[CH:27][CH:26]=[CH:25][CH:24]=2)[C:17]2[CH:22]=[CH:21][CH:20]=[CH:19][CH:18]=2)[CH:15]=[CH:14][CH:13]=[CH:12][CH:11]=1>C(#N)C>[Br-:9].[CH3:8][C:5]1[S:4][C:3]([CH2:2][P+:16]([C:17]2[CH:18]=[CH:19][CH:20]=[CH:21][CH:22]=2)([C:23]2[CH:28]=[CH:27][CH:26]=[CH:25][CH:24]=2)[C:10]2[CH:11]=[CH:12][CH:13]=[CH:14][CH:15]=2)=[CH:7][CH:6]=1 |f:1.2,4.5|. Reported procedure: 2-Hydroxymethyl-5-methyl-thiophene (4.6 g.) was dissolved in 100 ml. of acetonitrile and 12.2 g. of triphenylphosphonium bromide were added. The reaction mixture was heated to 75° C. for 2.5 hours. After cooling the resulting precipitate was filtered off, washed with benzene and dried at 80° C. under high vacuum. The resulting (5-methyl-2-thenyl)triphenylphosphonium bromide has a m.p. 262°-266° C. Reactants: I[Si](C)(C)C (iodotrimethylsilane), C(C)(C)(C)OC(=O)NCC(=O)O[C@@H]1[C@@H](C2=C3N(C4=CC=C5C(=C4C(C3=C(C=C2OC1(C)C)OC)=O)C=CC=C5)C)OC(C)=O ((±)-cis-1-(Acetyloxy)-6-methoxy-3,3,14-trimethyl-7-oxo-2,3,7,14-tetrahydro-1H-benzo[α]pyrano[3,2-h]acridin-2-yl [(tert-butoxycarbonyl)amino]acetate). Solvent: C(Cl)(Cl)Cl (chloroform). Conditions: time 5 minute. Product: NCC(=O)O[C@@H]1[C@@H](C2=C3N(C4=CC=C5C(=C4C(C3=C(C=C2OC1(C)C)OC)=O)C=CC=C5)C)OC(C)=O ((±)-cis-1-(Acetyloxy)-6-methoxy-3,3,14-trimethyl-7-oxo-2,3,7,14-tetrahydro-1H-benzo[α]pyrano[3,2-h]acridin-2-yl aminoacetate). As a reaction SMILES: I[Si](C)(C)C.C(OC([NH:13][CH2:14][C:15]([O:17][C@H:18]1[C:35]([CH3:37])([CH3:36])[O:34][C:33]2[C:20](=[C:21]3[C:30](=[C:31]([O:38][CH3:39])[CH:32]=2)[C:29](=[O:40])[C:28]2[C:23](=[CH:24][CH:25]=[C:26]4[CH:44]=[CH:43][CH:42]=[CH:41][C:27]4=2)[N:22]3[CH3:45])[C@H:19]1[O:46][C:47](=[O:49])[CH3:48])=[O:16])=O)(C)(C)C>C(Cl)(Cl)Cl>[NH2:13][CH2:14][C:15]([O:17][C@H:18]1[C:35]([CH3:36])([CH3:37])[O:34][C:33]2[C:20](=[C:21]3[C:30](=[C:31]([O:38][CH3:39])[CH:32]=2)[C:29](=[O:40])[C:28]2[C:23](=[CH:24][CH:25]=[C:26]4[CH:44]=[CH:43][CH:42]=[CH:41][C:27]4=2)[N:22]3[CH3:45])[C@H:19]1[O:46][C:47](=[O:49])[CH3:48])=[O:16]. Procedure details: Add 0.14 μl of iodotrimethylsilane to a solution, at ambient temperature, of 0.1 mmol of the compound of Example 11 in 1 ml of chloroform. The reaction mixture is stirred at ambient temperature for 5 minutes and then evaporated to dryness under reduced pressure. Chromatography over silica gel (dichloromethane/methanol:85/15) allows the expected product to be isolated. Reactants: Cc1cc(Br)ccc1CCC=O, CC(=O)O[BH-](OC(C)=O)OC(C)=O, C1CCOC1, CC(=O)O, CC1CCNCC1, CCOC(C)=O, [Na+]. Yields the product Cc1cc(Br)ccc1CCCN1CCC(C)CC1. RXN SMILES: [Br:26][c:27]1[cH:28][c:29]([CH3:37])[c:30]([CH2:33][CH2:34][CH:35]=[O:36])[cH:31][cH:32]1.[C:1]([O:2][BH-:3]([O:4][C:5](=[O:6])[CH3:7])[O:8][C:9](=[O:10])[CH3:11])(=[O:12])[CH3:13].[CH2:38]1[O:39][CH2:40][CH2:41][CH2:42]1.[CH3:15][C:16](=[O:17])[OH:18].[CH3:19][CH:20]1[CH2:21][CH2:22][NH:23][CH2:24][CH2:25]1.[CH3:43][CH2:44][O:45][C:46]([CH3:47])=[O:48].[Na+:14]>>[CH3:19][CH:20]1[CH2:21][CH2:22][N:23]([CH2:35][CH2:34][CH2:33][c:30]2[c:29]([CH3:37])[cH:28][c:27]([Br:26])[cH:32][cH:31]2)[CH2:24][CH2:25]1. Starting materials: C([C@@H](C(=O)O)N)SSC[C@@H](C(=O)O)N (L-cystine), CC(C(=O)Cl)(C)SC (2-methyl-2-(methylthio)propanoyl chloride). The solvent is [OH-].[Na+] (sodium hydroxide). Run at time 20 minute. Yields the product CC(C(=O)N[C@@H](CSSC[C@@H](C(=O)O)NC(C(C)(C)SC)=O)C(=O)O)(C)SC (N,N'-Bis[2-methyl-2-(methylthio)propanoyl]-L-cystine). Yield: 83.6%. As a reaction SMILES: [CH2:1]([S:7][S:8][CH2:9][C@H:10]([NH2:14])[C:11]([OH:13])=[O:12])[C@H:2]([NH2:6])[C:3]([OH:5])=[O:4].[CH3:15][C:16]([S:21][CH3:22])([CH3:20])[C:17](Cl)=[O:18]>[OH-].[Na+]>[CH3:15][C:16]([S:21][CH3:22])([CH3:20])[C:17]([NH:6][C@H:2]([C:3]([OH:5])=[O:4])[CH2:1][S:7][S:8][CH2:9][C@H:10]([NH:14][C:17](=[O:18])[C:16]([S:21][CH3:22])([CH3:20])[CH3:15])[C:11]([OH:13])=[O:12])=[O:18] |f:2.3|. Procedure: To a stirred solution of 3.1 g (13 mM) of L-cystine in 105 ml of 0.5 N sodium hydroxide, 4.0 g (26 mM) of 2-methyl-2-(methylthio)propanoyl chloride is added dropwise at 5°-10° C. After the addition the reaction mixture is stirred for 45 minutes at the same temperature and for additional 20 minutes at the room temperature. The reaction mixture is washed with ether, acidified with 6N hydrochloric acid and extracted with ethyl acetate. The organic layer is washed with water and dried. Ehtyl acetate...